Dataset: the Open Reaction Database (ORD), a public repository of structured organic reaction records. Task: describe an organic reaction: reactants, conditions, products, and yield Reactants: [OH-].[K+] (potassium hydroxide), OC(C#CC(=O)OCC)CCCCCCCCC (ethyl 4-hydroxytridec-2-ynoate). Solvent: C(C)O (ethanol), solvent. Run at time 9 hour. Yields the product OC(C#CC(=O)O)CCCCCCCCC (4-Hydroxytridec-2-ynoic acid). Reaction SMILES: [OH-].[K+].[OH:3][CH:4]([CH2:12][CH2:13][CH2:14][CH2:15][CH2:16][CH2:17][CH2:18][CH2:19][CH3:20])[C:5]#[C:6][C:7]([O:9]CC)=[O:8]>C(O)C>[OH:3][CH:4]([CH2:12][CH2:13][CH2:14][CH2:15][CH2:16][CH2:17][CH2:18][CH2:19][CH3:20])[C:5]#[C:6][C:7]([OH:9])=[O:8] |f:0.1|. Procedure details: A solution of potassium hydroxide (885 mg, 15.8 mmol) in 95% ethanol (35 ml) was added to ethyl 4-hydroxytridec-2-ynoate (2.68 g, 10.5 mmol) in the same solvent (5 ml) at 0°. After stirring at room temperature for 9 hours, most of the solvent was removed and water (20 ml) was added. The mixture was extracted thoroughly with dichloromethane (discarded), acidified to pH 1 with dilute hydrochloric acid and extracted with ethyl acetate. Evaporation of the dried (magnesium sulphate) ethyl acetate ext... The reactants are O=C(O)NC(=O)c1c(F)cccc1F, Nc1ccc(C(F)(F)F)cn1. Yields the product O=C(NC(=O)c1c(F)cccc1F)Nc1ccc(C(F)(F)F)cn1. Reaction SMILES: [F:12][c:13]1[c:14]([C:15](=[O:16])[NH:17][C:18](=[O:19])[OH:20])[c:21]([F:25])[cH:22][cH:23][cH:24]1.[F:1][C:2]([c:3]1[cH:4][cH:5][c:6]([NH2:9])[n:7][cH:8]1)([F:10])[F:11]>>[F:1][C:2]([c:3]1[cH:4][cH:5][c:6]([NH:9][C:18]([NH:17][C:15]([c:14]2[c:13]([F:12])[cH:24][cH:23][cH:22][c:21]2[F:25])=[O:16])=[O:19])[n:7][cH:8]1)([F:10])[F:11]. Reactants: CC(=O)N1CCCC(C)(C)c2ccc([N+](=O)[O-])cc21, CO. The product is CC(=O)N1CCCC(C)(C)c2ccc(N)cc21. As a reaction SMILES: [CH3:1][C:2]1([CH3:19])[c:3]2[c:4]([cH:12][c:13]([N+:16]([O-:17])=[O:18])[cH:14][cH:15]2)[N:5]([C:9]([CH3:10])=[O:11])[CH2:6][CH2:7][CH2:8]1.[CH3:20][OH:21]>>[CH3:1][C:2]1([CH3:19])[c:3]2[c:4]([cH:12][c:13]([NH2:16])[cH:14][cH:15]2)[N:5]([C:9]([CH3:10])=[O:11])[CH2:6][CH2:7][CH2:8]1.